From a dataset of the Open Reaction Database (ORD), a public repository of structured organic reaction records. describe an organic reaction: reactants, conditions, products, and yield The reactants are C(C1=CC=CC=C1)(=O)NC1=C2N=CN(C2=NC=N1)[C@H]1[C@H](O)[C@@H]([C@H](O1)C(=O)O)NC([C@@H](NC(=O)OCC1=CC=CC=C1)CC1=CC=C(C=C1)OCC1=CC=CC=C1)=O (1-(6-Benzoylamino-9H-purin-9-yl)-3-(N-benzyloxycarbonyl-O-benzyl-L-tyrosylamino)-1,3-dideoxy-β-D-ribofuranuronic acid), C(CCC)N (n-butylamine). The product is NC1=C2N=CN(C2=NC=N1)[C@H]1[C@H](O)[C@@H]([C@H](O1)C(=O)O)NC([C@@H](NC(=O)OCC1=CC=CC=C1)CC1=CC=C(C=C1)OCC1=CC=CC=C1)=O (1-(6-Amino-9H-purin-9-yl)-3-(N-benzyloxycarbonyl-O-benzyl-L-tyrosylamino)-1,3-dideoxy-β-D-ribofuranuronic acid). Isolated yield 79.1%. RXN SMILES: C([NH:9][C:10]1[N:18]=[CH:17][N:16]=[C:15]2[C:11]=1[N:12]=[CH:13][N:14]2[C@@H:19]1[O:24][C@H:23]([C:25]([OH:27])=[O:26])[C@@H:22]([NH:28][C:29](=[O:57])[C@H:30]([CH2:42][C:43]2[CH:48]=[CH:47][C:46]([O:49][CH2:50][C:51]3[CH:56]=[CH:55][CH:54]=[CH:53][CH:52]=3)=[CH:45][CH:44]=2)[NH:31][C:32]([O:34][CH2:35][C:36]2[CH:41]=[CH:40][CH:39]=[CH:38][CH:37]=2)=[O:33])[C@H:20]1[OH:21])(=O)C1C=CC=CC=1.C(N)CCC>>[NH2:9][C:10]1[N:18]=[CH:17][N:16]=[C:15]2[C:11]=1[N:12]=[CH:13][N:14]2[C@@H:19]1[O:24][C@H:23]([C:25]([OH:27])=[O:26])[C@@H:22]([NH:28][C:29](=[O:57])[C@H:30]([CH2:42][C:43]2[CH:44]=[CH:45][C:46]([O:49][CH2:50][C:51]3[CH:56]=[CH:55][CH:54]=[CH:53][CH:52]=3)=[CH:47][CH:48]=2)[NH:31][C:32]([O:34][CH2:35][C:36]2[CH:41]=[CH:40][CH:39]=[CH:38][CH:37]=2)=[O:33])[C@H:20]1[OH:21]. Procedure details: 1-(6-Amino-9H-purin-9-yl)-3-(N-benzyloxycarbonyl-O-benzyl-L-tyrosylamino)-1,3-dideoxy-β-D-ribofuranuronic acid (130 mg) was prepared by reacting 1-(6-benzoylamino-9H-purin-9-yl)-3-(N-benzyloxycarbonyl-O-benzyl-L-tyrosylamino)-1,3-dideoxy-β-D-ribofuranuronic acid (190 mg) prepared in Example 12 with n-butylamine (1.5 ml) according to a similar manner to that of Example 23, mp. 173°-176° C. (dec.).